From a dataset of the Open Reaction Database (ORD), a public repository of structured organic reaction records. describe an organic reaction: reactants, conditions, products, and yield The reactants are crude product, C1(CCC2=CC=C3C(=C12)C=CC=C3)O (benzindanol), C1(=CC=C(C=C1)S(=O)(=O)O)C (p-toluenesulfonic acid). Run in C1(=CC=CC=C1)C (toluene). Reaction conditions: temperature 80 celsius, time 15 minute. The product is crude product, C1C=CC2=CC=C3C(=C12)C=CC=C3 (benzindene). Yield: 85.0%. RXN SMILES: [CH:1]1(O)[C:9]2[C:4](=[CH:5][CH:6]=[C:7]3[CH:13]=[CH:12][CH:11]=[CH:10][C:8]3=2)[CH2:3][CH2:2]1.C1(C)C=CC(S(O)(=O)=O)=CC=1>C1(C)C=CC=CC=1>[CH2:1]1[C:9]2[C:4](=[CH:5][CH:6]=[C:7]3[CH:13]=[CH:12][CH:11]=[CH:10][C:8]3=2)[CH:3]=[CH:2]1. Reported procedure: To the crude product of benzindanol dissolved in 200 ml of toluene was added 1.2 g (6.3 mmole) of p-toluenesulfonic acid, and the mixture was stirred at 80° C. for 15 minutes. The reaction was terminated with a saturated aqueous sodium hydrogen carbonate solution. The mixture was extracted with toluene, and the organic phase was washed with a saturated aqueous sodium hydrogen carbonate solution and a saturated aqueous sodium chloride solution, dried over magnesium sulfate, and concentrated under... Product: C(C)(=O)O.OCCOC1=NC(=NC2=CC=CC=C12)N1CCNCC1 (4-[(2-hydroxyethyl)oxy]-2-(1-piperazinyl)quinazoline monoacetate). The yield is 13.7%. Reported procedure: To a solution of 4-[(2-hydroxyethyl)oxy]-2-(1-piperazinyl)quinazoline (cf. Example 42) (1.2 g) in methanol (20 ml) is added acetic acid (0.3 g), and the mixture is evaporated to dryness under reduced pressure. The residue is recrystallized from acetonitrile to give 4-[(2-hydroxyethyl)oxy]-2-(1-piperazinyl)quinazoline monoacetate (0.2 g) as crystals. Run in CO (methanol). RXN SMILES: [OH:1][CH2:2][CH2:3][O:4][C:5]1[C:14]2[C:9](=[CH:10][CH:11]=[CH:12][CH:13]=2)[N:8]=[C:7]([N:15]2[CH2:20][CH2:19][NH:18][CH2:17][CH2:16]2)[N:6]=1.[C:21]([OH:24])(=[O:23])[CH3:22]>CO>[C:21]([OH:24])(=[O:23])[CH3:22].[OH:1][CH2:2][CH2:3][O:4][C:5]1[C:14]2[C:9](=[CH:10][CH:11]=[CH:12][CH:13]=2)[N:8]=[C:7]([N:15]2[CH2:20][CH2:19][NH:18][CH2:17][CH2:16]2)[N:6]=1 |f:3.4|. The reactants are OCCOC1=NC(=NC2=CC=CC=C12)N1CCNCC1 (4-[(2-hydroxyethyl)oxy]-2-(1-piperazinyl)quinazoline), C(C)(=O)O (acetic acid).